This data is from the Open Reaction Database (ORD), a public repository of structured organic reaction records. The task is: describe an organic reaction: reactants, conditions, products, and yield The reactants are C(=O)([O-])[O-].[Na+].[Na+] (Na2CO3), O (H2O), C(#N)C=1C=C(C=CC1OC=1C=NC(=CC1I)C1=CC=CC=C1)S(=O)(=O)NC=1SC=CN1 (3-cyano-4-((4-iodo-6-phenylpyridin-3-yl)oxy)-N-(thiazol-2-yl)benzenesulfonamide), FC1=NC=CC=C1B(O)O ((2-fluoropyridin-3-yl)boronic acid). The reagents and catalysts are C=1C=CC(=CC1)[P](C=2C=CC=CC2)(C=3C=CC=CC3)[Pd]([P](C=4C=CC=CC4)(C=5C=CC=CC5)C=6C=CC=CC6)([P](C=7C=CC=CC7)(C=8C=CC=CC8)C=9C=CC=CC9)[P](C=1C=CC=CC1)(C=1C=CC=CC1)C=1C=CC=CC1 (Pd(PPh3)4). The solvent is CN(C=O)C (N,N-dimethylformamide). Run at time 5 minute. Yields the product C(#N)C=1C=C(C=CC1OC=1C=NC(=CC1C=1C(=NC=CC1)F)C1=CC=CC=C1)S(=O)(=O)NC=1SC=CN1 (3-cyano-4-((2-fluoro-6′-phenyl-[3,4′-bipyridin]-3′-yl)oxy)-N-(thiazol-2-yl)benzenesulfonamide). The yield is 28.3%. As a reaction SMILES: [C:1]([C:3]1[CH:4]=[C:5]([S:23]([NH:26][C:27]2[S:28][CH:29]=[CH:30][N:31]=2)(=[O:25])=[O:24])[CH:6]=[CH:7][C:8]=1[O:9][C:10]1[CH:11]=[N:12][C:13]([C:17]2[CH:22]=[CH:21][CH:20]=[CH:19][CH:18]=2)=[CH:14][C:15]=1I)#[N:2].[F:32][C:33]1[C:38](B(O)O)=[CH:37][CH:36]=[CH:35][N:34]=1.C([O-])([O-])=O.[Na+].[Na+].O>CN(C)C=O.C1C=CC([P]([Pd]([P](C2C=CC=CC=2)(C2C=CC=CC=2)C2C=CC=CC=2)([P](C2C=CC=CC=2)(C2C=CC=CC=2)C2C=CC=CC=2)[P](C2C=CC=CC=2)(C2C=CC=CC=2)C2C=CC=CC=2)(C2C=CC=CC=2)C2C=CC=CC=2)=CC=1>[C:1]([C:3]1[CH:4]=[C:5]([S:23]([NH:26][C:27]2[S:28][CH:29]=[CH:30][N:31]=2)(=[O:25])=[O:24])[CH:6]=[CH:7][C:8]=1[O:9][C:10]1[CH:11]=[N:12][C:13]([C:17]2[CH:22]=[CH:21][CH:20]=[CH:19][CH:18]=2)=[CH:14][C:15]=1[C:38]1[C:33]([F:32])=[N:34][CH:35]=[CH:36][CH:37]=1)#[N:2] |f:2.3.4,^1:57,59,78,97|. Procedure details: 10 mg (0.02 mmol) of 3-cyano-4-((4-iodo-6-phenylpyridin-3-yl)oxy)-N-(thiazol-2-yl)benzenesulfonamide was dissolved in 3 mL of N,N-dimethylformamide, and 3.7 mg (0.03 mmol) of (2-fluoropyridin-3-yl)boronic acid was added thereto, and then 2.0 mg (10 mol %) of Pd(PPh3)4, 5.6 mg (0.6 mmol) of Na2CO3, and 1 mL of H2O were added thereto. After reacting with microwave reactor at 120° C. for 5 minutes, the solvent was removed, and the remaining material was diluted with ethyl acetate and the organic la... Starting materials: CC(C)(C)OC(=O)NC(Cc1ccc(O)cc1)C(=O)O, CNC, ClCCl, Cl, CN(C)C=O. Product: CN(C)C(=O)C(Cc1ccc(O)cc1)NC(=O)OC(C)(C)C. RXN SMILES: [C:5](=[O:6])([O:7][C:8]([CH3:9])([CH3:10])[CH3:11])[NH:12][CH:13]([CH2:14][c:15]1[cH:16][cH:17][c:18]([OH:21])[cH:19][cH:20]1)[C:22](=[O:23])[OH:24].[CH3:2][NH:3][CH3:4].[Cl:25][CH2:26][Cl:27].[ClH:1].[O:28]=[CH:29][N:30]([CH3:31])[CH3:32]>>[CH3:2][N:3]([CH3:4])[C:22]([CH:13]([NH:12][C:5](=[O:6])[O:7][C:8]([CH3:9])([CH3:10])[CH3:11])[CH2:14][c:15]1[cH:16][cH:17][c:18]([OH:21])[cH:19][cH:20]1)=[O:24]. Reactants: C(C)(C)(C)OC(=O)N=C(N)C=1C(=NNC1C)C (tert-butoxycarbonyl-1-(3,5-dimethylpyrazolyl)-formamidine), NCCCN (1,3-diaminopropane). Run at time 17 hour. The product is NCCCNC(=N)NC(=O)OC(C)(C)C (N-(3-Aminopropyl)-N'-tert-butoxycarbonyl guanidine). Yield: 46.2%. As a reaction SMILES: [C:1]([O:5][C:6]([N:8]=[C:9](C1C(C)=NNC=1C)[NH2:10])=[O:7])([CH3:4])([CH3:3])[CH3:2].[NH2:18][CH2:19][CH2:20][CH2:21][NH2:22]>>[NH2:18][CH2:19][CH2:20][CH2:21][NH:22][C:9]([NH:8][C:6]([O:5][C:1]([CH3:2])([CH3:3])[CH3:4])=[O:7])=[NH:10]. Procedure: A mixture of tert-butoxycarbonyl-1-(3,5-dimethylpyrazolyl)-formamidine (0.38 g, 1.5 mmol) and 1,3-diaminopropane (0.56 g, 7.5 mmol) was stirred at room temperature for 17 h. The crystalline product was collected by filtration, washed with toluene (2×0.7) mL), and vacuum dried (35° C., 1.5h) to afford 0.15 g (47%) of white crystals of N-(3-aminopropyl)-N'-tert-butoxycarbonyl guanidine (IIIg). The reactants are [Br-], CC(=O)O, O=C([O-])[O-], CCCC[N+](CCCC)(CCCC)CCCC, ClCc1cscn1, Cl, [Cs+], [Cs+], CCCc1nc2c(N)nc3cc(O)ccc3c2s1, CN(C)C=O, O. Product: CCCc1nc2c(N)nc3cc(OCc4cscn4)ccc3c2s1. RXN SMILES: [Br-:42].[C:1]([OH:2])(=[O:3])[CH3:4].[C:23](=[O:24])([O-:25])[O-:26].[CH3:43][CH2:44][CH2:45][CH2:46][N+:47]([CH2:48][CH2:49][CH2:50][CH3:51])([CH2:52][CH2:53][CH2:54][CH3:55])[CH2:56][CH2:57][CH2:58][CH3:59].[Cl:35][CH2:36][c:37]1[n:38][cH:39][s:40][cH:41]1.[ClH:34].[Cs+:27].[Cs+:28].[NH2:5][c:6]1[n:7][c:8]2[cH:9][c:10]([OH:22])[cH:11][cH:12][c:13]2[c:14]2[c:15]1[n:16][c:17]([CH2:19][CH2:20][CH3:21])[s:18]2.[O:29]=[CH:30][N:31]([CH3:32])[CH3:33].[OH2:60]>>[NH2:5][c:6]1[n:7][c:8]2[cH:9][c:10]([O:22][CH2:36][c:37]3[n:38][cH:39][s:40][cH:41]3)[cH:11][cH:12][c:13]2[c:14]2[c:15]1[n:16][c:17]([CH2:19][CH2:20][CH3:21])[s:18]2.